This data is from the Open Reaction Database (ORD), a public repository of structured organic reaction records. The task is: describe an organic reaction: reactants, conditions, products, and yield Starting materials: BrC1=C(C=CC(=C1C)[N+](=O)[O-])O (2-Bromo-3-methyl-4-nitro-phenol), Intermediate 72, C(=O)([O-])[O-].[K+].[K+] (K2CO3), CI (methyl iodide). The solvent is CC(=O)C (acetone). Conditions: temperature 90 celsius, time 2 day. The product is BrC1=C2C=CNC2=CC=C1OC (4-Bromo-5-methoxy-1H-indole). Isolated yield 15.0%. As a reaction SMILES: [Br:1][C:2]1[C:7]([CH3:8])=[C:6]([N+:9]([O-])=O)[CH:5]=[CH:4][C:3]=1O.[C:13]([O-:16])([O-])=O.[K+].[K+].[CH3:19]I>CC(C)=O>[Br:1][C:2]1[C:3]([O:16][CH3:13])=[CH:4][CH:5]=[C:6]2[C:7]=1[CH:8]=[CH:19][NH:9]2 |f:1.2.3|. Procedure details: 2-Bromo-3-methyl-4-nitro-phenol, (100 g, 0.43 mol, Intermediate 72) was dissolved in acetone (500 mL), grinded K2CO3, 119 g (0.86 mol) and methyl iodide, 83 g (0.59 mol) were added and the reaction mixture was heated at reflux for one hour. The suspension was filtered and the solvent was removed at reduced pressure to give a brown spontaneously crystallizing oil that was used directly in the next synthetic step. Quantitative yield. The crude methoxy ether, 106 g (0.43 mol) was dissolved in dry D... Reaction SMILES: [CH3:1][O:2][c:3]1[cH:4][c:5]([B:9]([OH:10])[OH:11])[cH:6][cH:7][cH:8]1.[CH3:44][OH:45].[Cl:41][CH2:42][Cl:43].[ClH:12].[N:13]1([CH:28]2[CH2:29][CH:30]3[CH2:31][CH2:32][CH:33]([CH2:34]2)[N:35]3[C:36](=[O:37])[O:38][CH2:39][CH3:40])[CH2:14][CH2:15][C:16]2([CH2:17][NH:18][CH2:19][c:20]3[cH:21][cH:22][cH:23][cH:24][c:25]32)[CH2:26][CH2:27]1>>[CH3:1][O:2][c:3]1[cH:4][c:5]([N:18]2[CH2:17][C:16]3([CH2:15][CH2:14][N:13]([CH:28]4[CH2:29][CH:30]5[CH2:31][CH2:32][CH:33]([CH2:34]4)[N:35]5[C:36](=[O:37])[O:38][CH2:39][CH3:40])[CH2:27][CH2:26]3)[c:25]3[c:20]([cH:21][cH:22][cH:23][cH:24]3)[CH2:19]2)[cH:6][cH:7][cH:8]1. Starting materials: COc1cccc(B(O)O)c1, CO, ClCCl, Cl, CCOC(=O)N1C2CCC1CC(N1CCC3(CC1)CNCc1ccccc13)C2. Yields the product CCOC(=O)N1C2CCC1CC(N1CCC3(CC1)CN(c1cccc(OC)c1)Cc1ccccc13)C2.